describe an organic reaction: reactants, conditions, products, and yield From a dataset of the Open Reaction Database (ORD), a public repository of structured organic reaction records. Reactants: C(C1=CC=CC=C1)OC[C@H]1NS(CC1)(=O)=O ((S)-3-benzyloxymethylisothiazolidine 1,1-dioxide), BrC1=CC(=C(C(=C1)F)C(=O)N1CCN(CC1)C1=NC=C(C=C1C)C)F ((4-bromo-2,6-difluorophenyl)[4-(3,5-dimethylpyridin-2-yl)piperazin-1-yl]methanone). Yields the product C(C1=CC=CC=C1)OC[C@H]1N(S(CC1)(=O)=O)C1=CC(=C(C(=C1)F)C(=O)N1CCN(CC1)C1=NC=C(C=C1C)C)F ((S)-[4-(3-benzyloxymethyl-1,1-dioxo-1λ6-isothiazolidin-2-yl)-2,6-difluorophenyl][4-(3,5-dimethylpyridin-2-yl)piperazin-1-yl]methanone). Isolated yield 60.0%. Reaction SMILES: [CH2:1]([O:8][CH2:9][C@@H:10]1[CH2:14][CH2:13][S:12](=[O:16])(=[O:15])[NH:11]1)[C:2]1[CH:7]=[CH:6][CH:5]=[CH:4][CH:3]=1.Br[C:18]1[CH:23]=[C:22]([F:24])[C:21]([C:25]([N:27]2[CH2:32][CH2:31][N:30]([C:33]3[C:38]([CH3:39])=[CH:37][C:36]([CH3:40])=[CH:35][N:34]=3)[CH2:29][CH2:28]2)=[O:26])=[C:20]([F:41])[CH:19]=1>>[CH2:1]([O:8][CH2:9][C@@H:10]1[CH2:14][CH2:13][S:12](=[O:16])(=[O:15])[N:11]1[C:18]1[CH:19]=[C:20]([F:41])[C:21]([C:25]([N:27]2[CH2:32][CH2:31][N:30]([C:33]3[C:38]([CH3:39])=[CH:37][C:36]([CH3:40])=[CH:35][N:34]=3)[CH2:29][CH2:28]2)=[O:26])=[C:22]([F:24])[CH:23]=1)[C:2]1[CH:3]=[CH:4][CH:5]=[CH:6][CH:7]=1. Procedure details: Using (S)-3-benzyloxymethylisothiazolidine 1,1-dioxide (536 mg) described in Preparation Example 1 and (4-bromo-2,6-difluorophenyl)[4-(3,5-dimethylpyridin-2-yl)piperazin-1-yl]methanone (911 mg) described in Preparation Example 111 and by the reaction and treatment in the same manner as in Example 4, the title compound (760 mg) was obtained. As a reaction SMILES: Cl.[NH2:2][CH2:3][C:4]1([OH:10])[CH2:9][CH2:8][CH2:7][CH2:6][CH2:5]1.C([O-])([O-])=O.[K+].[K+].CCOCC>O>[NH2:2][CH2:3][C:4]1([OH:10])[CH2:9][CH2:8][CH2:7][CH2:6][CH2:5]1 |f:0.1,2.3.4|. The product is NCC1(CCCCC1)O (1-aminomethyl-1-cyclohexanol). Procedure details: 1-Aminomethyl-1-cyclohexanol hydrochloride (1 g, 6.04 mmol) was dissolved in cold water and then K2CO3 and ether were added. The mixture was stirred and then the ether layer was separated and the aqueous layer was again extracted with ether. The ether layers were combined, dried over MgSO4 and concentrated to afford 1-aminomethyl-1-cyclohexanol which was mixed with DMSO (3 mL) and 1-ethyl-6-methoxy-1H-pyrazolo[3,4-b]quinoline (0.8 g, 3 mmol). The reaction mixture was stirred at 110° C. overnight... Starting materials: C(=O)([O-])[O-].[K+].[K+] (K2CO3), CCOCC (ether), Cl.NCC1(CCCCC1)O (1-Aminomethyl-1-cyclohexanol hydrochloride). Solvent: O (water). The reactants are Cn1nc(-c2cc(F)ccc2F)c(Br)c1C(F)(F)F, [Li]CCCC, C1CCOC1, CI. Yields the product Cc1c(-c2cc(F)ccc2F)nn(C)c1C(F)(F)F. As a reaction SMILES: [Br:1][c:2]1[c:3](-[c:12]2[c:13]([F:19])[cH:14][cH:15][c:16]([F:18])[cH:17]2)[n:4][n:5]([CH3:11])[c:6]1[C:7]([F:8])([F:9])[F:10].[CH2:20]([Li:21])[CH2:22][CH2:23][CH3:24].[CH2:27]1[O:28][CH2:29][CH2:30][CH2:31]1.[CH3:25][I:26]>>[c:2]1([CH3:20])[c:3](-[c:12]2[c:13]([F:19])[cH:14][cH:15][c:16]([F:18])[cH:17]2)[n:4][n:5]([CH3:11])[c:6]1[C:7]([F:8])([F:9])[F:10]. The reactants are CC=1C(CC2C1CN(C2)C(=O)OC(C)(C)C)=O (tert-butyl 6-methyl-5-oxo-3,3a,4,5-tetrahydrocyclopenta[c]pyrrole-2(1H)-carboxylate), [H][H] (hydrogen). Reagents/catalysts: [OH-].[OH-].[Pd+2] (palladium hydroxide on carbon). The solvent is CO (methanol), ClCCl (dichloromethane). The product is CC1C(CC2CN(CC21)C(=O)OC(C)(C)C)=O (tert-butyl 4-methyl-5-oxohexahydrocyclopenta[c]pyrrole-2(1H)-carboxylate). Yield: 91.0%. As a reaction SMILES: [CH3:1][C:2]1[C:3](=[O:17])[CH2:4][CH:5]2[CH2:9][N:8]([C:10]([O:12][C:13]([CH3:16])([CH3:15])[CH3:14])=[O:11])[CH2:7][C:6]=12.[H][H]>CO.ClCCl.[OH-].[OH-].[Pd+2]>[CH3:1][CH:2]1[CH:6]2[CH:5]([CH2:9][N:8]([C:10]([O:12][C:13]([CH3:16])([CH3:15])[CH3:14])=[O:11])[CH2:7]2)[CH2:4][C:3]1=[O:17] |f:4.5.6|. Procedure: A mixture of tert-butyl 6-methyl-5-oxo-3,3a,4,5-tetrahydrocyclopenta[c]pyrrole-2(1H)-carboxylate (11.6 g, 48.9 mmol), 20% palladium hydroxide on carbon (3.43 g) in methanol (30 mL) and dichloromethane (30.0 mL) was stirred under 20 psi hydrogen for 3 h. The mixture was then filtered to remove the solid catalyst. The filtrate was concentrated. Silica gel chromatography, eluting with 5-60% ethyl acetate in hexanes, gave tert-butyl 4-methyl-5-oxohexahydrocyclopenta[c]pyrrole-2(1H)-carboxylate as a ... Reactants: C(C)OC(=O)C=1N=C(SC1)COC1=CC=C(C=C1)I (2-(4-iodo-phenoxymethyl)-thiazole-4-carboxylic acid ethyl ester), C(C)OC(=O)C=1N=C(SC1)COC1=CC=C(C=C1)I (2-(4-iodo-phenoxymethyl)-thiazole-4-carboxylic acid ethyl ester), OCC=1C=C(C=CC1)B(O)O (3-(hydroxymethyl)phenylboronic acid). Yields the product OCC=1C=C(C=CC1)C1=CC=C(C=C1)OCC=1SC=C(N1)C(=O)O (2-(3′-Hydroxymethyl-biphenyl-4-yloxymethyl)-thiazole-4-carboxylic acid). Reaction SMILES: C([O:3][C:4]([C:6]1[N:7]=[C:8]([CH2:11][O:12][C:13]2[CH:18]=[CH:17][C:16](I)=[CH:15][CH:14]=2)[S:9][CH:10]=1)=[O:5])C.[OH:20][CH2:21][C:22]1[CH:23]=[C:24](B(O)O)[CH:25]=[CH:26][CH:27]=1>>[OH:20][CH2:21][C:22]1[CH:27]=[C:26]([C:16]2[CH:15]=[CH:14][C:13]([O:12][CH2:11][C:8]3[S:9][CH:10]=[C:6]([C:4]([OH:3])=[O:5])[N:7]=3)=[CH:18][CH:17]=2)[CH:25]=[CH:24][CH:23]=1. Procedure: 2-(3′-Hydroxymethyl-biphenyl-4-yloxymethyl)-thiazole-4-carboxylic acid was prepared using the procedure described above for the preparation of Example 22 from 2-(4-iodo-phenoxymethyl)-thiazole-4-carboxylic acid ethyl ester (of Intermediate 2) and 3-(hydroxymethyl)phenylboronic acid (available from Aldrich Chemical Company, Inc., Milwaukee, Wis.). Mass spectrum MH+=342. Reactants: CC(C)(C)OC(=O)C=Cc1ccn(S(=O)(=O)c2ccc(Br)cc2)c1, COCCOC, [Na+], [Na+], O=C([O-])[O-], OB(O)c1cccnc1. The product is CC(C)(C)OC(=O)C=Cc1ccn(S(=O)(=O)c2ccc(-c3cccnc3)cc2)c1. As a reaction SMILES: [C:1]([CH3:2])([CH3:3])([CH3:4])[O:5][C:6]([CH:7]=[CH:8][c:9]1[cH:10][n:11]([S:14](=[O:15])(=[O:16])[c:17]2[cH:18][cH:19][c:20]([Br:23])[cH:21][cH:22]2)[cH:12][cH:13]1)=[O:24].[CH3:40][O:41][CH2:42][CH2:43][O:44][CH3:45].[Na+:34].[Na+:35].[O-:36][C:37](=[O:38])[O-:39].[n:25]1[cH:26][c:27]([B:31]([OH:32])[OH:33])[cH:28][cH:29][cH:30]1>>[C:1]([CH3:2])([CH3:3])([CH3:4])[O:5][C:6]([CH:7]=[CH:8][c:9]1[cH:10][n:11]([S:14](=[O:15])(=[O:16])[c:17]2[cH:18][cH:19][c:20](-[c:27]3[cH:26][n:25][cH:30][cH:29][cH:28]3)[cH:21][cH:22]2)[cH:12][cH:13]1)=[O:24].